Dataset: the Open Reaction Database (ORD), a public repository of structured organic reaction records. Task: describe an organic reaction: reactants, conditions, products, and yield Reactants: [O-]C#N.[Na+] (Sodium cyanate), NC=1C2=C(C(=NC1O)C)C=CS2 (7-amino-4-methylthieno[3,2-c]pyridin-6-ol). Run in C(C)(=O)O (acetic acid). Run at time 1 hour. The product is OC1=C(C2=C(C(=N1)C)C=CS2)NC(=O)N (6-Hydroxy-4-methyl-7-ureidothieno[3,2-c]pyridine). The yield is 51.1%. Reaction SMILES: [O-:1][C:2]#[N:3].[Na+].[NH2:5][C:6]1[C:7]2[S:16][CH:15]=[CH:14][C:8]=2[C:9]([CH3:13])=[N:10][C:11]=1[OH:12]>C(O)(=O)C>[OH:12][C:11]1[N:10]=[C:9]([CH3:13])[C:8]2[CH:14]=[CH:15][S:16][C:7]=2[C:6]=1[NH:5][C:2]([NH2:3])=[O:1] |f:0.1|. Reported procedure: Sodium cyanate (0.50 g, 7.69 mmol) was added to a solution of crude 7-amino-4-methylthieno[3,2-c]pyridin-6-ol (1.26 g, 7.00 mmol) in acetic acid (30 ml) and an off-white solid precipitated. This mixture was stirred for one hour at room temperature. The solid was collected by filtration, washed with acetic acid, triturated with refluxing MeOH, then refluxing Et2O, and dried in vacuo to give the urea (0.798 g, 51% yield); mp 294°-297° C. (dec); IR (KBr) 1525, 1620 and 2300-3100 cm-1 ; mass spectru... The reactants are C1(=CC=CC=C1)C=CC(=O)C1=CC=CC=C1 (chalcone), C(C)NCC (diethylamine), [N+](=O)([O-])C (nitromethane), CCO (EtOH), Cl (HCl). Conditions: time 10 minute. The product is OC1=CC=C(C=C1)C(CC(C[N+](=O)[O-])C1=CC=CC=C1)=O (1-(4-Hydroxyphenyl)-4-nitro-3-phenylbutan-1-one). Yield: 73.0%. Reaction SMILES: [C:1]1([CH:7]=[CH:8][C:9]([C:11]2[CH:16]=[CH:15][CH:14]=[CH:13][CH:12]=2)=[O:10])[CH:6]=[CH:5][CH:4]=[CH:3][CH:2]=1.C(NCC)C.[N+:22]([CH3:25])([O-:24])=[O:23].Cl.CC[OH:29]>>[OH:29][C:14]1[CH:15]=[CH:16][C:11]([C:9](=[O:10])[CH2:8][CH:7]([C:1]2[CH:2]=[CH:3][CH:4]=[CH:5][CH:6]=2)[CH2:25][N+:22]([O-:24])=[O:23])=[CH:12][CH:13]=1. Reported procedure: A solution of 1-(4-hydroxyphenyl)-3-phenylpropenone 3 (9 mmol) in EtOH (15 mL) was treated with diethylamine (4.6 mL, 45 mmol) and nitromethane (4.8 mL, 90 mmol) and heated under reflux for 16 h. The solution was cooled and acidified with 4 M HCl, partitioned between EtOAc (50 mL) and H2O (50 mL). The organic layer was separated, dried over sodium sulfate and evaporated under reduced pressure. The residue was stirred in cold Et2O (30 mL) for 10 min and filtered to give the product 4 as a colorle... As a reaction SMILES: [O:1]([C:8]1[C:17]2[N:18]=[CH:19][N:20]([CH2:21][CH2:22][OH:23])[C:16]=2[C:15]2[CH:14]=[CH:13][CH:12]=[CH:11][C:10]=2[N:9]=1)[C:2]1[CH:7]=[CH:6][CH:5]=[CH:4][CH:3]=1.Cl.[N:25]1[CH:30]=[CH:29][C:28]([CH2:31]Cl)=[CH:27][CH:26]=1>>[O:1]([C:8]1[C:17]2[N:18]=[CH:19][N:20]([CH2:21][CH2:22][O:23][CH2:31][C:28]3[CH:29]=[CH:30][N:25]=[CH:26][CH:27]=3)[C:16]=2[C:15]2[CH:14]=[CH:13][CH:12]=[CH:11][C:10]=2[N:9]=1)[C:2]1[CH:3]=[CH:4][CH:5]=[CH:6][CH:7]=1 |f:1.2|. Reported procedure: Using the general method of Example 13 Part F, 2-(4-phenoxy-1H-imidazo[4,5-c]quinolin-1-yl)ethanol (1.1 g, 3.61 mmol) was reacted with 4-picolyl chloride hydrogen chloride (0.649 g, 3.96 mmol) and the product purified to provide ˜0.3 g of 4-phenoxy-1-[2-(pyridin-4-ylmethoxy)ethyl]-1H-imidazo[4,5-c]quinoline. Reactants: O(C1=CC=CC=C1)C1=NC=2C=CC=CC2C2=C1N=CN2CCO (2-(4-phenoxy-1H-imidazo[4,5-c]quinolin-1-yl)ethanol), Cl.N1=CC=C(C=C1)CCl (4-picolyl chloride hydrogen chloride). Yields the product O(C1=CC=CC=C1)C1=NC=2C=CC=CC2C2=C1N=CN2CCOCC2=CC=NC=C2 (4-phenoxy-1-[2-(pyridin-4-ylmethoxy)ethyl]-1H-imidazo[4,5-c]quinoline). The yield is 21.0%. The reactants are BrC1=C(C=NN(C1=O)CC(=O)NCC1CCN(CC1)C(=O)OC(C)(C)C)N[C@H]1[C@@H]([C@@H]2C([C@H](C1)C2)(C)C)C (t-Butyl 4-[({[5-bromo-6-oxo-4-{[(1R,2R,3R,5S)-2,6,6-trimethylbicyclo[3.1.1]hept-3-yl]amino}pyridazin-1(6H)-yl]acetyl}amino)methyl]piperidine-1-carboxylate), C(C)(=O)OCC (ethyl acetate). Run in Cl.O1CCOCC1 (hydrogen chloride 1,4-dioxane). Reaction conditions: time 2 hour. The product is BrC1=C(C=NN(C1=O)CC(=O)NCC1CCNCC1)N[C@H]1[C@@H]([C@@H]2C([C@H](C1)C2)(C)C)C (2-[5-Bromo-6-oxo-4-{[(1R,2R,3R,5S)-2,6,6-trimethylbicyclo[3.1.1]hept-3-yl]amino}pyridazin-1(6H)-yl]-N-(piperidin-4-ylmethyl)acetamide). Reaction SMILES: [Br:1][C:2]1[C:7](=[O:8])[N:6]([CH2:9][C:10]([NH:12][CH2:13][CH:14]2[CH2:19][CH2:18][N:17](C(OC(C)(C)C)=O)[CH2:16][CH2:15]2)=[O:11])[N:5]=[CH:4][C:3]=1[NH:27][C@@H:28]1[CH2:33][C@@H:32]2[CH2:34][C@@H:30]([C:31]2([CH3:36])[CH3:35])[C@H:29]1[CH3:37].C(OCC)(=O)C>Cl.O1CCOCC1>[Br:1][C:2]1[C:7](=[O:8])[N:6]([CH2:9][C:10]([NH:12][CH2:13][CH:14]2[CH2:15][CH2:16][NH:17][CH2:18][CH2:19]2)=[O:11])[N:5]=[CH:4][C:3]=1[NH:27][C@@H:28]1[CH2:33][C@@H:32]2[CH2:34][C@@H:30]([C:31]2([CH3:36])[CH3:35])[C@H:29]1[CH3:37] |f:2.3|. Procedure: t-Butyl 4-[({[5-bromo-6-oxo-4-{[(1R,2R,3R,5S)-2,6,6-trimethylbicyclo[3.1.1]hept-3-yl]amino}pyridazin-1(6H)-yl]acetyl}amino)methyl]piperidine-1-carboxylate (34.4 mg, 0.06 mmol) was dissolved in 4 M hydrogen chloride/1,4-dioxane (1 mL) and stirred at room temperature for 2 hours. After completion of the reaction, ethyl acetate was added, and the organic layer was washed with saturated aqueous ammonium chloride and saturated aqueous sodium chloride, dried over anhydrous magnesium sulfate and evapor... Starting materials: CSC1=NCCC[C@@]1(C(=O)OCC)OC1=CC(=C(C(=C1)F)F)F (ethyl (3S)-2-(methylsulfanyl)-3-(3,4,5-trifluorophenoxy)-3,4,5,6-tetrahydropyridine-3-carboxylate), COC1=C(C=CC(=N1)C(=O)NN)N1C=NC(=C1)C (6-methoxy-5-(4-methyl-1H-imidazol-1-yl)pyridine-2-carbohydrazide), C(C)(=O)O (acetic acid). Solvent: C(C)(=O)OCC (ethyl acetate). Conditions: temperature 100 celsius, time 3 hour. The product is COC1=C(C=CC(=N1)C1=NN=C2N1CCC[C@@]2(C(=O)OCC)OC2=CC(=C(C(=C2)F)F)F)N2C=NC(=C2)C (ethyl (8R)-3-[6-methoxy-5-(4-methyl-1H-imidazol-1-yl)pyridin-2-yl]-8-(3,4,5-trifluorophenoxy)-5,6,7,8-tetrahydro[1,2,4]triazolo[4,3-a]pyridine-8-carboxylate). Isolated yield 95.5%. As a reaction SMILES: CS[C:3]1[C@@:8]([O:14][C:15]2[CH:20]=[C:19]([F:21])[C:18]([F:22])=[C:17]([F:23])[CH:16]=2)([C:9]([O:11][CH2:12][CH3:13])=[O:10])[CH2:7][CH2:6][CH2:5][N:4]=1.[CH3:24][O:25][C:26]1[N:31]=[C:30]([C:32]([NH:34][NH2:35])=O)[CH:29]=[CH:28][C:27]=1[N:36]1[CH:40]=[C:39]([CH3:41])[N:38]=[CH:37]1.C(O)(=O)C>C(OCC)(=O)C>[CH3:24][O:25][C:26]1[N:31]=[C:30]([C:32]2[N:4]3[CH2:5][CH2:6][CH2:7][C@:8]([O:14][C:15]4[CH:20]=[C:19]([F:21])[C:18]([F:22])=[C:17]([F:23])[CH:16]=4)([C:9]([O:11][CH2:12][CH3:13])=[O:10])[C:3]3=[N:35][N:34]=2)[CH:29]=[CH:28][C:27]=1[N:36]1[CH:40]=[C:39]([CH3:41])[N:38]=[CH:37]1. Procedure details: To ethyl (3S)-2-(methylsulfanyl)-3-(3,4,5-trifluorophenoxy)-3,4,5,6-tetrahydropyridine-3-carboxylate (702 mg) and 6-methoxy-5-(4-methyl-1H-imidazol-1-yl)pyridine-2-carbohydrazide (500 mg) was added acetic acid (3 ml), and the mixture was stirred at 100° C. for 3 hr. The reaction mixture was diluted with ethyl acetate, and the mixture was washed with 10% aqueous potassium carbonate solution and saturated brine, dried over anhydrous sodium sulfate, and purified by silica gel column chromatography ... Reactants: [OH-].[Na+] (sodium hydroxide), ClC1=C(C=CC=C1)N1N=C(C=C1SC1=NC(=CC=C1)OC)C(=O)OCC (ethyl 1-(2-chlorophenyl)-5-[(6-methoxypyridin-2-yl)thio]-1H-pyrazole-3-carboxylate), [H-].C(C(C)C)[Al+]CC(C)C (diisobutylaluminum hydride). The solvent is O1CCCC1 (tetrahydrofuran), C1(=CC=CC=C1)C (toluene). Run at temperature -30 celsius, time 1 hour. The product is ClC1=C(C=CC=C1)N1N=C(C=C1SC1=NC(=CC=C1)OC)C=O (1-(2-chlorophenyl)-5-[(6-methoxypyridin-2-yl)thio]-1H-pyrazole-3-carbaldehyde). The yield is 77.1%. Reaction SMILES: [Cl:1][C:2]1[CH:7]=[CH:6][CH:5]=[CH:4][C:3]=1[N:8]1[C:12]([S:13][C:14]2[CH:19]=[CH:18][CH:17]=[C:16]([O:20][CH3:21])[N:15]=2)=[CH:11][C:10]([C:22](OCC)=[O:23])=[N:9]1.[H-].C([Al+]CC(C)C)C(C)C.[OH-].[Na+]>O1CCCC1.C1(C)C=CC=CC=1>[Cl:1][C:2]1[CH:7]=[CH:6][CH:5]=[CH:4][C:3]=1[N:8]1[C:12]([S:13][C:14]2[CH:19]=[CH:18][CH:17]=[C:16]([O:20][CH3:21])[N:15]=2)=[CH:11][C:10]([CH:22]=[O:23])=[N:9]1 |f:1.2,3.4|. Procedure details: To a solution of ethyl 1-(2-chlorophenyl)-5-[(6-methoxypyridin-2-yl)thio]-1H-pyrazole-3-carboxylate (594 mg) in tetrahydrofuran (6 mL) was added a solution (3 mL) of 1.5 mol/L diisobutylaluminum hydride in toluene at −78° C., and the mixture was stirred at the same temperature for 30 min and at −30° C. for 1 hr. 1 mol/L Aqueous sodium hydroxide solution was added to the reaction mixture, and the mixture was extracted with ethyl acetate. The extract was washed with water and saturated brine, drie... The reactants are C(C)(C)N(C(C)C)P(Cl)N(C(C)C)C(C)C (bisdiisopropylaminochlorophosphine), OCC=1C(CO)=CC=CC1 (Phthalyl alcohol), OCC=1C(CO)=CC=CC1 (phthalyl alcohol). The solvent is C1CCOC1 (THF), C1CCOC1 (THF). Product: C(C)(C)N(P1OCC2=C(CO1)C=CC=C2)C(C)C (1,5-dihydro-3-diisopropylamino-2,4,3-benzodioxaphosphepine). As a reaction SMILES: [OH:1][CH2:2][C:3]1[C:4](=[CH:7][CH:8]=[CH:9][CH:10]=1)[CH2:5][OH:6].[CH:11]([N:14]([P:18](N(C(C)C)C(C)C)Cl)[CH:15]([CH3:17])[CH3:16])([CH3:13])[CH3:12]>C1COCC1>[CH:11]([N:14]([CH:15]([CH3:17])[CH3:16])[P:18]1[O:6][CH2:5][C:4]2[CH:7]=[CH:8][CH:9]=[CH:10][C:3]=2[CH2:2][O:1]1)([CH3:13])[CH3:12]. Procedure details: Phthalyl alcohol (1.15 g, 8.31 mmol) was dissolved in 5 ml of THF, and bisdiisopropylaminochlorophosphine (2.21 g, 8.31 mmol) which was dissolved in 5 ml of THF was added dropwise to the solution at -15° C. under a nitrogen atmosphere. Afterward, the temperature of the solution was adjusted to room temperature, and after the disappearance of phthalyl alcohol had been confirmed, hydrochloride of diisopropylamine was washed with ether. The wash liquor was concentrated and then distilled in order t... As a reaction SMILES: Cl.C([N:5]1[C:13]2[C:8](=[CH:9][C:10]([N+:16]([O-:18])=[O:17])=[CH:11][C:12]=2[C:14]#N)[CH2:7][CH2:6]1)(=O)C.[OH-:19].[Na+].[OH2:21]>>[N+:16]([C:10]1[CH:9]=[C:8]2[C:13](=[C:12]([C:14]([OH:21])=[O:19])[CH:11]=1)[NH:5][CH2:6][CH2:7]2)([O-:18])=[O:17] |f:2.3|. Starting materials: O (water), Cl (hydrochloric acid), C(C)(=O)N1CCC2=CC(=CC(=C12)C#N)[N+](=O)[O-] (N-acetyl-7-cyano-5-nitroindoline), [OH-].[Na+] (sodium hydroxide). Yields the product [N+](=O)([O-])C=1C=C2CCNC2=C(C1)C(=O)O (5-Nitroindoline-7-carboxylic acid). The yield is 77.1%. Run at temperature 140 celsius, time 45 minute. Procedure details: Into concentrated hydrochloric acid (63.6 ml) was dissolved N-acetyl-7-cyano-5-nitroindoline (5.3 g), which was then subjected to stirring at 140° C. for 45 minutes. The reaction mixture was cooled to 0° C. to give deposited crystal, which was then collected by filtration. The obtained crude crystal was suspended into water (50 ml), and was rendered basic by adding 50% sodium hydroxide, and the insoluble matter was collected by filtration. After adding concentrated hydrochloric acid to the filtr... Reactants: RuPhospalladium(II)phenethylaminechloride, N1C[C@H](OCC1)CO ((2S)-morpholin-2-ylmethanol), C[Si](C)(C)[N-][Si](C)(C)C.[Li+] (lithium bis(trimethylsilyl)amide), C1(CCCCC1)P(C1=C(C=CC=C1)C1=C(C=CC=C1OC(C)C)OC(C)C)C1CCCCC1 (2-dicyclohexylphosphino-2′,6′-di-i-propoxy-1,1′-biphenyl), ClC1=CC=C(C=C1)C1C2=C(C(NCC1)=O)SC(=C2)I (4-(4-chlorophenyl)-2-iodo-4,5,6,7-tetrahydro-8H-thieno[2,3-c]azepin-8-one). Solvent: O1CCCC1 (tetrahydrofuran), O1CCCC1 (tetrahydrofuran). Run at time 19 hour. The product is ClC1=CC=C(C=C1)C1C2=C(C(NCC1)=O)SC(=C2)N2CC(OCC2)CO (4-(4-chlorophenyl)-2-[2-(hydroxymethyl)morpholin-4-yl]-4,5,6,7-tetrahydro-8H-thieno[2,3-c]azepin-8-one). Isolated yield 15.7%. Reaction SMILES: C1(P(C2CCCCC2)C2C=CC=CC=2C2C(OC(C)C)=CC=CC=2OC(C)C)CCCCC1.[Cl:34][C:35]1[CH:40]=[CH:39][C:38]([CH:41]2[CH2:47][CH2:46][NH:45][C:44](=[O:48])[C:43]3[S:49][C:50](I)=[CH:51][C:42]2=3)=[CH:37][CH:36]=1.[NH:53]1[CH2:58][CH2:57][O:56][C@H:55]([CH2:59][OH:60])[CH2:54]1.C[Si]([N-][Si](C)(C)C)(C)C.[Li+]>O1CCCC1>[Cl:34][C:35]1[CH:40]=[CH:39][C:38]([CH:41]2[CH2:47][CH2:46][NH:45][C:44](=[O:48])[C:43]3[S:49][C:50]([N:53]4[CH2:58][CH2:57][O:56][CH:55]([CH2:59][OH:60])[CH2:54]4)=[CH:51][C:42]2=3)=[CH:37][CH:36]=1 |f:3.4|. Reported procedure: RuPhospalladium(II)phenethylaminechloride (2.83 mg, 0.00388 mmol), 2-dicyclohexylphosphino-2′,6′-di-i-propoxy-1,1′-biphenyl (1.81 mg, 0.00388 mmol), 4-(4-chlorophenyl)-2-iodo-4,5,6,7-tetrahydro-8H-thieno[2,3-c]azepin-8-one (31.3 mg, 0.0776 mmol), (2S)-morpholin-2-ylmethanol (16.0 mg, 0.137 mmol), and tetrahydrofuran (0.63 mL) were combined in a rbf equipped with a stirbar. The flask was sealed with a septum then evacuated and refilled with argon three times. To this solution was added a solution...